describe an organic reaction: reactants, conditions, products, and yield From a dataset of the Open Reaction Database (ORD), a public repository of structured organic reaction records. Starting materials: N1C=NC=C1 (imidazole), S(=O)(Cl)Cl (thionyl chloride), CC=1SC(=C(N1)CCC)C(=O)O (2-methyl-4-n-propyl-5-thiazolecarboxylic acid), S1C(=CC=C1)NCC#N (2-(2-thienyl)aminoacetonitrile), resultant mixture, resultant mixture. Solvent: O1CCCC1 (tetrahydrofuran), O1CCCC1 (tetrahydrofuran), O1CCCC1 (tetrahydrofuran). Run at time 1 hour. Yields the product CC=1SC(=C(N1)CCC)C(=O)NC(C#N)C=1SC=CC1 (2-(2-methyl-4-n-propylthiazole-5-carboxamido)-2-(2-thienyl)acetonitrile). Isolated yield 52.7%. As a reaction SMILES: [NH:1]1[CH:5]=[CH:4][N:3]=C1.S(Cl)(Cl)=O.[CH3:10][C:11]1[S:12][C:13]([C:19]([OH:21])=O)=[C:14]([CH2:16][CH2:17][CH3:18])[N:15]=1.[S:22]1[CH:26]=[CH:25][CH:24]=[C:23]1NCC#N>O1CCCC1>[CH3:10][C:11]1[S:12][C:13]([C:19]([NH:3][CH:4]([C:23]2[S:22][CH:26]=[CH:25][CH:24]=2)[C:5]#[N:1])=[O:21])=[C:14]([CH2:16][CH2:17][CH3:18])[N:15]=1. Reported procedure: To a solution of imidazole (2.72 g; 40 mmol) in dry tetrahydrofuran (60 ml) was added dropwise thionyl chloride (1.20 g; 10 mmol) under ice-cooling while stirring. After the resultant mixture was turned to room temperature, 2-methyl-4-n-propyl-5-thiazolecarboxylic acid (1.85 g; 10 mmol) was added thereto at once, and stirring was continued for 1 hour. To the mixture was added dropwise a solution of 2-(2-thienyl)aminoacetonitrile (1.65 g; 12 mmol) in dry tetrahydrofuran under ice-cooling, and the... Starting materials: B(F)(F)F.CCOCC (boron trifluoride etherate), CC=1C(=C(C(=C(C1)C)CC=C)O)CC(=C)C (3,5-dimethyl-2-(2-methyl-2-propen-1-yl)-6-(2-propen-1-yl)phenol), C(O)([O-])=O.[Na+] (sodium hydrogencarbonate). The solvent is ClCCCl (1,2-dichloroethane). Reaction conditions: time 4 hour. Product: CC1(CC2=C(O1)C(=C(C=C2C)C)CC=C)C (2,3-dihydro-2,2,4,6-tetramethyl-7-(2-propen-1-yl)benzo[b]furan). The yield is 97.0%. As a reaction SMILES: [CH3:1][C:2]1[C:3]([CH2:13][C:14]([CH3:16])=[CH2:15])=[C:4]([OH:12])[C:5]([CH2:9][CH:10]=[CH2:11])=[C:6]([CH3:8])[CH:7]=1.B(F)(F)F.CCOCC.C(=O)([O-])O.[Na+]>ClCCCl>[CH3:15][C:14]1([CH3:16])[O:12][C:4]2[C:5]([CH2:9][CH:10]=[CH2:11])=[C:6]([CH3:8])[CH:7]=[C:2]([CH3:1])[C:3]=2[CH2:13]1 |f:1.2,3.4|. Reported procedure: 2.44 g (11.3 mmol) of 3,5-dimethyl-2-(2-methyl-2-propen-1-yl)-6-(2-propen-1-yl)phenol (Compound No. 1) was dissolved in 20 ml of 1,2-dichloroethane, and 0.42 ml (3.39 mmol) of boron trifluoride etherate was added thereto at 0° C. The above mixture was then stirred in an atmosphere of argon gas for 4 hours, poured into an aqueous solution of sodium hydrogencarbonate, and extracted with ethyl acetate. The thus obtained extract layer was washed successively with water and a saturated aqueous soluti... Yields the product Fc1ccc2c(c1)OCCN2CCCBr. Reaction SMILES: [Br:12][CH2:13][CH2:14][CH2:15][Br:16].[CH3:28][CH2:29][O:30][C:31](=[O:32])[CH3:33].[F:1][c:2]1[cH:3][cH:4][c:5]2[c:6]([cH:11]1)[O:7][CH2:8][CH2:9][NH:10]2.[Na+:17].[Na+:18].[O-:19][C:20](=[O:21])[O-:22].[O:23]=[CH:24][N:25]([CH3:26])[CH3:27]>>[F:1][c:2]1[cH:3][cH:4][c:5]2[c:6]([cH:11]1)[O:7][CH2:8][CH2:9][N:10]2[CH2:15][CH2:14][CH2:13][Br:12]. Reactants: BrCCCBr, CCOC(C)=O, Fc1ccc2c(c1)OCCN2, [Na+], [Na+], O=C([O-])[O-], CN(C)C=O. The reactants are Oc1cccc(Br)c1, O=C([O-])[O-], CCOC(CBr)OCC, CS(C)=O, [K+], [K+]. Product: CCOC(COc1cccc(Br)c1)OCC. RXN SMILES: [Br:7][c:8]1[cH:9][c:10]([OH:14])[cH:11][cH:12][cH:13]1.[C:1](=[O:2])([O-:3])[O-:4].[CH2:15]([CH3:16])[O:17][CH:18]([CH2:19][Br:20])[O:21][CH2:22][CH3:23].[CH3:24][S:25]([CH3:26])=[O:27].[K+:5].[K+:6]>>[Br:7][c:8]1[cH:9][c:10]([O:14][CH2:19][CH:18]([O:17][CH2:15][CH3:16])[O:21][CH2:22][CH3:23])[cH:11][cH:12][cH:13]1. Reactants: O=C([O-])[O-], C1COCCO1, CN1C(=O)NCC1C(=O)OC(C)(C)C, FC(F)(F)c1cc(Cl)ncn1, [Cs+], [Cs+], O=C(C=Cc1ccccc1)C=Cc1ccccc1, O=C(C=Cc1ccccc1)C=Cc1ccccc1, O=C(C=Cc1ccccc1)C=Cc1ccccc1, O, [Pd], [Pd]. Product: CN1C(=O)N(c2cc(C(F)(F)F)ncn2)CC1C(=O)OC(C)(C)C. Reaction SMILES: [C:26](=[O:27])([O-:28])[O-:29].[CH2:32]1[O:33][CH2:34][CH2:35][O:36][CH2:37]1.[CH3:1][N:2]1[C:3](=[O:14])[NH:4][CH2:5][CH:6]1[C:7](=[O:8])[O:9][C:10]([CH3:11])([CH3:12])[CH3:13].[Cl:15][c:16]1[n:17][cH:18][n:19][c:20]([C:22]([F:23])([F:24])[F:25])[cH:21]1.[Cs+:30].[Cs+:31].[O:41]=[C:42]([CH:43]=[CH:44][c:45]1[cH:46][cH:47][cH:48][cH:49][cH:50]1)[CH:51]=[CH:52][c:53]1[cH:54][cH:55][cH:56][cH:57][cH:58]1.[O:59]=[C:60]([CH:61]=[CH:62][c:63]1[cH:64][cH:65][cH:66][cH:67][cH:68]1)[CH:69]=[CH:70][c:71]1[cH:72][cH:73][cH:74][cH:75][cH:76]1.[O:77]=[C:78]([CH:79]=[CH:80][c:81]1[cH:82][cH:83][cH:84][cH:85][cH:86]1)[CH:87]=[CH:88][c:89]1[cH:90][cH:91][cH:92][cH:93][cH:94]1.[OH2:38].[Pd:39].[Pd:40]>>[CH3:1][N:2]1[C:3](=[O:14])[N:4]([c:16]2[n:17][cH:18][n:19][c:20]([C:22]([F:23])([F:24])[F:25])[cH:21]2)[CH2:5][CH:6]1[C:7](=[O:8])[O:9][C:10]([CH3:11])([CH3:12])[CH3:13]. Starting materials: ClC1=C(C=C(C=C1)NC(C1=C(N=C(C=C1)C(F)(F)F)C)=O)B1OC(C(O1)(C)C)(C)C (N-(4-chloro-3-(4,4,5,5-tetramethyl-1,3,2-dioxaborolan-2-yl)phenyl)-2-methyl-6-(trifluoromethyl)nicotinamide), FC(C=1C=CC(=NC1)Br)(F)F (5-trifluoromethyl-2-bromopyridine). Product: ClC1=C(C=C(C=C1)NC(C1=C(N=C(C=C1)C(F)(F)F)C)=O)C1=NC=C(C=C1)C(F)(F)F (N-(4-chloro-3-(5-(trifluoromethyl)pyridin-2-yl)phenyl)-2-methyl-6-(trifluoromethyl)nicotinamide). RXN SMILES: [Cl:1][C:2]1[CH:7]=[CH:6][C:5]([NH:8][C:9](=[O:21])[C:10]2[CH:15]=[CH:14][C:13]([C:16]([F:19])([F:18])[F:17])=[N:12][C:11]=2[CH3:20])=[CH:4][C:3]=1B1OC(C)(C)C(C)(C)O1.[F:31][C:32]([F:41])([F:40])[C:33]1[CH:34]=[CH:35][C:36](Br)=[N:37][CH:38]=1>>[Cl:1][C:2]1[CH:7]=[CH:6][C:5]([NH:8][C:9](=[O:21])[C:10]2[CH:15]=[CH:14][C:13]([C:16]([F:18])([F:17])[F:19])=[N:12][C:11]=2[CH3:20])=[CH:4][C:3]=1[C:36]1[CH:35]=[CH:34][C:33]([C:32]([F:41])([F:40])[F:31])=[CH:38][N:37]=1. Procedure: N-(4-chloro-3-(4,4,5,5-tetramethyl-1,3,2-dioxaborolan-2-yl)phenyl)-2-methyl-6-(trifluoromethyl)nicotinamide (˜0.5 mmol) was used in Procedure A with 5-trifluoromethyl-2-bromopyridine (113 mg, 0.5 mmol). Purified by silica gel chromatography (5-50% ethyl acetate/hexanes) to yield N-(4-chloro-3-(5-(trifluoromethyl)pyridin-2-yl)phenyl)-2-methyl-6-(trifluoromethyl)nicotinamide as a white foam: TLC Rf=0.30 (15% ethyl acetate/hexanes); MS (Q1) 460 (M)+. Conditions: time 30 minute. The reactants are BrCC=1C=CC(=NC1)C1=CC=CC=C1 (5-(Bromomethyl)-2-phenylpyridine), N1=CC(=CC=C1)B(O)O (3-pyridineboronic acid). Reported procedure: Synthesized using compound 61a (100 mg, 0.40 mmol) and 3-pyridineboronic acid (74 mg, 0.61 mmol) according to Method C. Crude product was purified by flash chromatography on silica-gel using a mixture of hexane/ethyl acetate (2:1) as eluent. After flash chromatography the product was solved in ethyl acetate and a few drops of conc. HCl and water were added. After stirring for 30 minutes the phases were separated and water phase was neutralized with aqueous Na2CO3-solution (2M). After extraction ... Yields the product C1(=CC=CC=C1)C1=NC=C(C=C1)CC=1C=NC=CC1 (2-Phenyl-5-(pyridin-3-ylmethyl)pyridine). Reaction SMILES: Br[CH2:2][C:3]1[CH:4]=[CH:5][C:6]([C:9]2[CH:14]=[CH:13][CH:12]=[CH:11][CH:10]=2)=[N:7][CH:8]=1.[N:15]1[CH:20]=[CH:19][CH:18]=[C:17](B(O)O)[CH:16]=1>>[C:9]1([C:6]2[CH:5]=[CH:4][C:3]([CH2:2][C:17]3[CH:16]=[N:15][CH:20]=[CH:19][CH:18]=3)=[CH:8][N:7]=2)[CH:14]=[CH:13][CH:12]=[CH:11][CH:10]=1. Reaction SMILES: [CH2:24]1[O:25][CH2:26][CH2:27][CH2:28]1.[CH3:18][Si:19]([CH3:20])([CH3:21])[O-:22].[CH3:1][C:2]1([CH3:17])[CH2:3][CH:4]=[C:5]([C:12](=[O:13])[O:14][CH2:15][CH3:16])[c:6]2[cH:7][cH:8][cH:9][cH:10][c:11]21.[K+:23]>>[CH3:1][C:2]1([CH3:17])[CH2:3][CH:4]=[C:5]([C:12](=[O:13])[OH:14])[c:6]2[cH:7][cH:8][cH:9][cH:10][c:11]21. The product is CC1(C)CC=C(C(=O)O)c2ccccc21. The reactants are C1CCOC1, C[Si](C)(C)[O-], CCOC(=O)C1=CCC(C)(C)c2ccccc21, [K+]. Reactants: C(OCC(C)(C)C)(OC(C(Cl)(Cl)Cl)Cl)=O (neopentyl 1,2,2,2-tetrachloroethyl carbonate), FC(=O)[O-] (fluoroformate), C(OCC(C)(C)C)(OC(C(Cl)(Cl)Cl)Cl)=O (neopentyl 1,2,2,2-tetrachloroethyl carbonate), [F-].[K+] (KF), polyethyleneglycol monomethylether. Run in C(C1=CC=CC=C1)#N (benzonitrile). Run at temperature 65 celsius. Product: FC(=O)OCC(C)(C)C (Neopentyl Fluoroformate). Yield: 76.0%. Reaction SMILES: [C:1](=[O:15])(OC(Cl)C(Cl)(Cl)Cl)[O:2][CH2:3][C:4]([CH3:7])([CH3:6])[CH3:5].[F-].[K+].[F:18]C([O-])=O>C(#N)C1C=CC=CC=1>[F:18][C:1]([O:2][CH2:3][C:4]([CH3:7])([CH3:6])[CH3:5])=[O:15] |f:1.2|. Procedure details: In this experiment, neopentyl 1,2,2,2-tetrachloroethyl carbonate is used as the starting material. A mixture of 3.3 g (0.011 mole) of neopentyl 1,2,2,2-tetrachloroethyl carbonate, 1 g (0.017 mole) of anhydrous KF, 5 g (0.001 mole) of polyethyleneglycol monomethylether (average molecular weight 5000 Aldrich) and 10 cc of benzonitrile is heated under stirring at 65° C. (oil bath). The reaction is stopped at the end of 34 hours. By infrared and NMR analysis it is determined that the fluoroformate i...